From a dataset of the Open Reaction Database (ORD), a public repository of structured organic reaction records. describe an organic reaction: reactants, conditions, products, and yield Reactants: OC1=C(N)C=CC(=C1)[N+](=O)[O-] (2-hydroxy 4-nitro aniline), ClC1=C(C(=CC=C1)C)N=C=O (2-chloro 6-methyl phenylisocyanate). Yields the product OC1=C(C=CC(=C1)[N+](=O)[O-])NC(=O)NC1=C(C=CC=C1C)Cl (N-(2-hydroxy-4-nitrophenyl) N′-(2-chloro 6-methylphenyl)urea). Isolated yield 29.0%. RXN SMILES: [OH:1][C:2]1[CH:8]=[C:7]([N+:9]([O-:11])=[O:10])[CH:6]=[CH:5][C:3]=1[NH2:4].[Cl:12][C:13]1[CH:18]=[CH:17][CH:16]=[C:15]([CH3:19])[C:14]=1[N:20]=[C:21]=[O:22]>>[OH:1][C:2]1[CH:8]=[C:7]([N+:9]([O-:11])=[O:10])[CH:6]=[CH:5][C:3]=1[NH:4][C:21]([NH:20][C:14]1[C:15]([CH3:19])=[CH:16][CH:17]=[CH:18][C:13]=1[Cl:12])=[O:22]. Procedure: The urea was prepared from 2-hydroxy 4-nitro aniline (500 mg, 3.24 mmol) and 2-chloro 6-methyl phenylisocyanate by general Method B. It was purified by dilution with methylene chloride and precipitation with hexane. Filtering afforded the desired compound(0.31 g, 29%). EI-MS m/z 322(M+H)+.